This data is from the Open Reaction Database (ORD), a public repository of structured organic reaction records. The task is: describe an organic reaction: reactants, conditions, products, and yield Reactants: Clc1ccc2c(c1)COC21CCN(Cc2ccccc2)CC1, O=C(Cl)OCCCl, ClCCl. The product is Clc1ccc2c(c1)COC21CCNCC1. Reaction SMILES: [CH2:1]([c:2]1[cH:3][cH:4][cH:5][cH:6][cH:7]1)[N:8]1[CH2:9][CH2:10][C:11]2([O:12][CH2:13][c:14]3[c:15]2[cH:16][cH:17][c:18]([Cl:20])[cH:19]3)[CH2:21][CH2:22]1.[Cl:23][C:24]([O:25][CH2:26][CH2:27][Cl:28])=[O:29].[Cl:30][CH2:31][Cl:32]>>[NH:8]1[CH2:9][CH2:10][C:11]2([O:12][CH2:13][c:14]3[c:15]2[cH:16][cH:17][c:18]([Cl:20])[cH:19]3)[CH2:21][CH2:22]1.